Dataset: the Open Reaction Database (ORD), a public repository of structured organic reaction records. Task: describe an organic reaction: reactants, conditions, products, and yield Reactants: FC=1C=CC(=C(C1)C1=CC=C(C=C1)[C@@H](C)NS(=O)(=O)C1=C(OC(=C1)C)C)OC ((R)-2,5-Dimethyl-furan-3-sulfonic acid [1-(5′-fluoro-2′-methoxy-biphenyl-4-yl)-ethyl]-amide), FC(N1N=C(C(=C1C)S(=O)(=O)Cl)C)F (1-difluoromethyl-3,5-dimethylpyrazole-4-sulfonyl chloride), FC(OC1=C(C=CC=C1)C1=CC=C(C=C1)C(C)N)(F)F (1-(2′-trifluoromethoxy-biphenyl-4-yl)-ethylamine). Product: FC(OC1=C(C=CC=C1)C1=CC=C(C=C1)[C@@H](C)NS(=O)(=O)C=1C(=NN(C1C)C(F)F)C)(F)F ((R)-1-Difluoromethyl-3,5-dimethyl-1H-pyrazole-4-sulfonic acid [1-(2′-trifluoromethoxy-biphenyl-4-yl)-ethyl]-amide). As a reaction SMILES: FC1C=CC(OC)=C(C2C=CC([C@H](NS(C3C=C(C)OC=3C)(=O)=O)C)=CC=2)C=1.[F:29][CH:30]([F:42])[N:31]1[C:35]([CH3:36])=[C:34]([S:37](Cl)(=[O:39])=[O:38])[C:33]([CH3:41])=[N:32]1.[F:43][C:44]([F:62])([F:61])[O:45][C:46]1[CH:51]=[CH:50][CH:49]=[CH:48][C:47]=1[C:52]1[CH:57]=[CH:56][C:55]([CH:58]([NH2:60])[CH3:59])=[CH:54][CH:53]=1>>[F:43][C:44]([F:61])([F:62])[O:45][C:46]1[CH:51]=[CH:50][CH:49]=[CH:48][C:47]=1[C:52]1[CH:57]=[CH:56][C:55]([C@H:58]([NH:60][S:37]([C:34]2[C:33]([CH3:41])=[N:32][N:31]([CH:30]([F:42])[F:29])[C:35]=2[CH3:36])(=[O:39])=[O:38])[CH3:59])=[CH:54][CH:53]=1. Procedure: Prepared in a similar manner to (R)-2,5-dimethyl-furan-3-sulfonic acid [1-(5′-fluoro-2′-methoxy-biphenyl-4-yl)-ethyl]-amide (Example 10) starting with 1-difluoromethyl-3,5-dimethylpyrazole-4-sulfonyl chloride and 1-(2′-trifluoromethoxy-biphenyl-4-yl)-ethylamine. Title compound: 1H NMR (400 MHz, CDCl3): δ 7.43-7.11 (m, 8H), 6.99 (s, 1H), 4.86 (s, 1H), 4.58 (m, 1H), 2.45 (s, 3H), 2.30 (s, 3H), 1.54 (d, 3H), ppm; MS (ESI) m/z: 490 [M+H]+. Reactants: O=C(O)CCc1c[nH]c2ccc(Br)cc12, C[Si](C)(C)Cl, CO. Product: COC(=O)CCc1c[nH]c2ccc(Br)cc12. Reaction SMILES: [Br:1][c:2]1[cH:3][c:4]2[c:5]([CH2:11][CH2:12][C:13](=[O:14])[OH:15])[cH:6][nH:7][c:8]2[cH:9][cH:10]1.[CH3:16][Si:17]([Cl:18])([CH3:19])[CH3:20].[CH3:21][OH:22]>>[Br:1][c:2]1[cH:3][c:4]2[c:5]([CH2:11][CH2:12][C:13]([O:14][CH3:16])=[O:15])[cH:6][nH:7][c:8]2[cH:9][cH:10]1. Starting materials: C(C1=CC=CC=C1)N1[C@H]2[C@H](CCC1)C1=C(OC2)C=CC(=C1)OC (trans-4-benzyl-9-methoxy-1,2,3,4a,5,10b-hexahydro-4H-[1]-benzopyrano[3,4-b]pyridine), [H][H] (hydrogen). Reagents/catalysts: [Pd] (palladium on charcoal). Solvent: C(C)O (ethanol). Product: COC=1C=CC2=C(C1)C1C(NCCC1)CO2 (9-methoxy-1,2,3,4a,5,10b-hexahydro-4H-[1]-benzopyrano[3,4-b]pyridine). RXN SMILES: C([N:8]1[CH2:13][CH2:12][CH2:11][C@@H:10]2[C:14]3[CH:21]=[C:20]([O:22][CH3:23])[CH:19]=[CH:18][C:15]=3[O:16][CH2:17][C@@H:9]12)C1C=CC=CC=1.[H][H]>C(O)C.[Pd]>[CH3:23][O:22][C:20]1[CH:19]=[CH:18][C:15]2[O:16][CH2:17][CH:9]3[NH:8][CH2:13][CH2:12][CH2:11][CH:10]3[C:14]=2[CH:21]=1. Procedure: A solution of 1.5 g of trans-4-benzyl-9-methoxy-1,2,3,4a,5,10b-hexahydro-4H-[1]-benzopyrano[3,4-b]pyridine in 30 ml of ethanol is hydrogenated at 300 kPa pressure in the presence of 0.5 g of 10% palladium on charcoal until one mole of hydrogen is consumed. The reaction mixture is filtered, evaporated to dryness to give 9-methoxy-1,2,3,4a,5,10b-hexahydro-4H-[1]-benzopyrano[3,4-b]pyridine.